From a dataset of the Open Reaction Database (ORD), a public repository of structured organic reaction records. describe an organic reaction: reactants, conditions, products, and yield Starting materials: ClC1=C(C=C(C=C1)C=1C=C(C=NC1OCC(F)(F)F)N)C (5-(4-Chloro-3-methyl-phenyl)-6-(2,2,2-trifluoro-ethoxy)-pyridin-3-ylamine), O=C1NC=CC(=C1)C(=O)O (1,2-dihydro-2-oxo-4-pyridinecarboxylic acid). The product is ClC1=C(C=C(C=C1)C=1C=C(C=NC1OCC(F)(F)F)NC(C1=CC(=NC=C1)O)=O)C (N-(5-(4-Chloro-3-methylphenyl)-6-(2,2,2-trifluoroethoxy)pyridin-3-yl)-2-hydroxyisonicotinamide). As a reaction SMILES: [Cl:1][C:2]1[CH:7]=[CH:6][C:5]([C:8]2[CH:9]=[C:10]([NH2:20])[CH:11]=[N:12][C:13]=2[O:14][CH2:15][C:16]([F:19])([F:18])[F:17])=[CH:4][C:3]=1[CH3:21].[O:22]=[C:23]1[CH:28]=[C:27]([C:29](O)=[O:30])[CH:26]=[CH:25][NH:24]1>>[Cl:1][C:2]1[CH:7]=[CH:6][C:5]([C:8]2[CH:9]=[C:10]([NH:20][C:29](=[O:30])[C:27]3[CH:26]=[CH:25][N:24]=[C:23]([OH:22])[CH:28]=3)[CH:11]=[N:12][C:13]=2[O:14][CH2:15][C:16]([F:17])([F:18])[F:19])=[CH:4][C:3]=1[CH3:21]. Procedure details: The title compound was synthesized in analogy to Example 42 g, using 5-(4-Chloro-3-methyl-phenyl)-6-(2,2,2-trifluoro-ethoxy)-pyridin-3-ylamine (example 57 a) and 1,2-dihydro-2-oxo-4-pyridinecarboxylic acid (CAN 22282-72-0) as starting materials; LC-MS (UV peak area/ESI) 100%, 436.0689 (M−H)−. The reactants are C(C)(C)(C)OC(NC(C(N1CCN(CC1)C=1C2=C(N=CN1)C=C(S2)C2=CSC=C2)=O)CC2=CC=C(C=C2)Cl)=O ({1-(4-chlorobenzyl)-2-oxo-2-[4-(6-thiophen-3-yl-thieno[3,2-d]pyrimidin-4-yl)-piperazin-1-yl]-ethyl}-carbamic acid tert-butyl ester), Cl (HCl). Solvent: C(Cl)Cl (DCM), O1CCOCC1 (Dioxane). Run at time 4 hour. Yields the product Cl.Cl.NC(C(=O)N1CCN(CC1)C=1C2=C(N=CN1)C=C(S2)C2=CSC=C2)CC2=CC=C(C=C2)Cl (2-Amino-3-(4-chlorophenyl)-1-[4-(6-thiophen-3-yl-thieno[3,2-d]pyrimidin-4-yl)-piperazin-1-yl]-propan-1-one dihydrochloride). Reaction SMILES: C(OC(=O)[NH:7][CH:8]([CH2:31][C:32]1[CH:37]=[CH:36][C:35]([Cl:38])=[CH:34][CH:33]=1)[C:9](=[O:30])[N:10]1[CH2:15][CH2:14][N:13]([C:16]2[C:17]3[S:24][C:23]([C:25]4[CH:29]=[CH:28][S:27][CH:26]=4)=[CH:22][C:18]=3[N:19]=[CH:20][N:21]=2)[CH2:12][CH2:11]1)(C)(C)C.[ClH:40]>C(Cl)Cl.O1CCOCC1>[ClH:38].[ClH:40].[NH2:7][CH:8]([CH2:31][C:32]1[CH:33]=[CH:34][C:35]([Cl:38])=[CH:36][CH:37]=1)[C:9]([N:10]1[CH2:11][CH2:12][N:13]([C:16]2[C:17]3[S:24][C:23]([C:25]4[CH:29]=[CH:28][S:27][CH:26]=4)=[CH:22][C:18]=3[N:19]=[CH:20][N:21]=2)[CH2:14][CH2:15]1)=[O:30] |f:4.5.6|. Reported procedure: To a solution of product {1-(4-chlorobenzyl)-2-oxo-2-[4-(6-thiophen-3-yl-thieno[3,2-d]pyrimidin-4-yl)-piperazin-1-yl]-ethyl}-carbamic acid tert-butyl ester in DCM (4 mL) was added HCl in Dioxane (4M, 1 mL). The mixture was stirred at room temperature for 4 hours. The solvent was removed to afford the product 2-Amino-3-(4-chlorophenyl)-1-[4-(6-thiophen-3-yl-thieno[3,2-d]pyrimidin-4-yl)-piperazin-1-yl]-propan-1-one dihydrochloride quantitatively. MS (ESI+) [M+H]+ 484. Starting materials: Clc1ccc(Br)nc1, CS(C)=O, COc1cc(B2OC(C)(C)C(C)(C)O2)ccn1, [K+], [K+], O=C([O-])[O-], Cl[Pd]Cl. Product: COc1cc(-c2ccc(Cl)cn2)ccn1. Reaction SMILES: [Br:1][c:2]1[n:3][cH:4][c:5]([Cl:8])[cH:6][cH:7]1.[CH3:32][S:33]([CH3:34])=[O:35].[CH3:9][O:10][c:11]1[n:12][cH:13][cH:14][c:15]([B:17]2[O:18][C:19]([CH3:20])([CH3:21])[C:22]([CH3:23])([CH3:24])[O:25]2)[cH:16]1.[K+:26].[K+:27].[O-:28][C:29]([O-:30])=[O:31].[Pd:36]([Cl:37])[Cl:38]>>[c:2]1(-[c:15]2[cH:14][cH:13][n:12][c:11]([O:10][CH3:9])[cH:16]2)[n:3][cH:4][c:5]([Cl:8])[cH:6][cH:7]1.